The task is: describe an organic reaction: reactants, conditions, products, and yield. This data is from the Open Reaction Database (ORD), a public repository of structured organic reaction records. RXN SMILES: [CH3:1][C:2]1([CH3:24])[CH:3]([CH2:9][CH2:10][C:11]([CH2:12][CH2:13][CH:14]2[CH:15]3[CH2:16][CH2:17][CH:18]([C:19]2([CH3:20])[CH3:21])[CH2:22]3)=[O:23])[CH:4]2[CH2:5][CH2:6][CH:7]1[CH2:8]2.[CH3:35][CH2:36][OH:37].[H:31][H:32].[NH2:25][CH2:26][CH:27]([CH2:28][NH2:29])[OH:30].[Pt:33]=[O:34]>>[CH3:1][C:2]1([CH3:24])[CH:3]([CH2:9][CH2:10][CH:11]([CH2:12][CH2:13][CH:14]2[CH:15]3[CH2:16][CH2:17][CH:18]([C:19]2([CH3:20])[CH3:21])[CH2:22]3)[NH:29][CH2:28][CH:27]([CH2:26][NH2:25])[OH:30])[CH:4]2[CH2:5][CH2:6][CH:7]1[CH2:8]2. The product is CC1(C)C2CCC(C2)C1CCC(CCC1C2CCC(C2)C1(C)C)NCC(O)CN. Reactants: CC1(C)C2CCC(C2)C1CCC(=O)CCC1C2CCC(C2)C1(C)C, CCO, [H][H], NCC(O)CN, O=[Pt]. Starting materials: BrC1=CC=CC2=CC=CC=C12 (1-bromonaphthalene), [Mg] (magnesium), Grignard reagent, [Si](Cl)(Cl)(Cl)Cl (SiCl4), II (iodine). Solvent: C1CCOC1 (THF), C1CCOC1 (THF), C1CCOC1 (THF). Run at time 8 hour. Product: C1(=CC=CC2=CC=CC=C12)[Si](Cl)(Cl)Cl (1-Naphthyltrichlorosilane). Isolated yield 67.3%. RXN SMILES: Br[C:2]1[C:11]2[C:6](=[CH:7][CH:8]=[CH:9][CH:10]=2)[CH:5]=[CH:4][CH:3]=1.[Mg].II.[Si:15](Cl)([Cl:18])([Cl:17])[Cl:16]>C1COCC1>[C:2]1([Si:15]([Cl:18])([Cl:17])[Cl:16])[C:11]2[C:6](=[CH:7][CH:8]=[CH:9][CH:10]=2)[CH:5]=[CH:4][CH:3]=1. Procedure: Under a dry nitrogen atmosphere, a solution of 1-bromonaphthalene (27.7 g, 0.134 mol) in THF (175 mL) was added slowly to a suspension of magnesium turnings (3.9 g, 0.16 mol) in THF (15 mL) that had previously been activated with an iodine crystal. After cooling to room temperature, this Grignard reagent was added via cannula to a THF (70 mL) solution of SiCl4 (25.1 g, 0.148 mol) and stirred overnight. The mixture was evaporated to dryness, extracted with hexane, and filtered to remove Mg halide...